Dataset: the Open Reaction Database (ORD), a public repository of structured organic reaction records. Task: describe an organic reaction: reactants, conditions, products, and yield Reactants: C(C1=CC=CC=C1)OC1CC(N(C(C1)(C)C)O)(C)C (4-benzyloxyl-oxyl-2,2,6,6-tetramethylpiperidine), S(=O)(=O)([O-])[O-].[Mg+2] (magnesium sulfate), CC(C)([O-])C.[K+] (potassium tert-butoxide), C(C=C)(=O)OC (methyl acrylate). Reagents/catalysts: [Pd] (palladium on carbon). The solvent is O1CCCC1 (tetrahydrofuran), O1CCCC1 (tetrahydrofuran). Reaction conditions: temperature 55 celsius, time 1 hour. Product: C(C1=CC=CC=C1)OC1CC(N(C(C1)(C)C)OCCC(=O)OC)(C)C (4-Benzyloxy-1-[2-(methoxycarbonyl)ethoxy]-2,2,6,6-tetramethylpiperidine). Yield: 48.9%. RXN SMILES: [CH2:1]([O:8][CH:9]1[CH2:14][C:13]([CH3:16])([CH3:15])[N:12]([OH:17])[C:11]([CH3:19])([CH3:18])[CH2:10]1)[C:2]1[CH:7]=[CH:6][CH:5]=[CH:4][CH:3]=1.S([O-])([O-])(=O)=O.[Mg+2].CC(C)([O-])C.[K+].[C:32]([O:36][CH3:37])(=[O:35])[CH:33]=[CH2:34]>[Pd].O1CCCC1>[CH2:1]([O:8][CH:9]1[CH2:14][C:13]([CH3:15])([CH3:16])[N:12]([O:17][CH2:34][CH2:33][C:32]([O:36][CH3:37])=[O:35])[C:11]([CH3:19])([CH3:18])[CH2:10]1)[C:2]1[CH:3]=[CH:4][CH:5]=[CH:6][CH:7]=1 |f:1.2,3.4|. Procedure: A mixture of 20.0 grams (76 mmol) of 4-benzyloxyl-oxyl-2,2,6,6-tetramethylpiperidine, 10.0 grams of anhydrous magnesium sulfate, 500 mg of 5% palladium on carbon and 150 ml of tetrahydrofuran is hydrogenated on a Parr apparatus (50 psi, ambient temperature). Catalyst and drying agent are removed by filtration and the filtrate is quickly transferred to a flask under a nitrogen atmosphere. To the flask are added 0.85 gram of potassium tert-butoxide, 19.7 grams (229 mmol) of methyl acrylate, and 50... Starting materials: CC1(OCC(O1)CN1C=C(C=2C(=NC=CC21)OC)C2=CC=C(C=C2)S(=O)(=O)N)C (4-(1-((2,2-dimethyl-1,3-dioxolan-4-yl)methyl)-4-methoxy-1H-pyrrolo[3,2-c]pyridin-3-yl)benzenesulfonamide), [I-].[Na+] (sodium iodide), Cl[Si](C)(C)C (chloro(trimethyl)silane), C(O)([O-])=O.[Na+] (sodium hydrogencarbonate). Run in C(C)#N (acetonitrile). Reaction conditions: temperature 50 celsius, time 8 hour. Yields the product OC(CN1C=C(C=2C(NC=CC21)=O)C2=CC=C(C=C2)S(=O)(=O)N)CO (4-(1-(2,3-dihydroxypropyl)-4-oxo-4,5-dihydro-1H-pyrrolo[3,2-c]pyridin-3-yl)benzenesulfonamide). Yield: 16.2%. As a reaction SMILES: CC1(C)[O:6][CH:5]([CH2:7][N:8]2[C:16]3[CH:15]=[CH:14][N:13]=[C:12]([O:17]C)[C:11]=3[C:10]([C:19]3[CH:24]=[CH:23][C:22]([S:25]([NH2:28])(=[O:27])=[O:26])=[CH:21][CH:20]=3)=[CH:9]2)[CH2:4][O:3]1.[I-].[Na+].Cl[Si](C)(C)C.C(=O)([O-])O.[Na+]>C(#N)C>[OH:6][CH:5]([CH2:4][OH:3])[CH2:7][N:8]1[C:16]2[CH:15]=[CH:14][NH:13][C:12](=[O:17])[C:11]=2[C:10]([C:19]2[CH:20]=[CH:21][C:22]([S:25]([NH2:28])(=[O:27])=[O:26])=[CH:23][CH:24]=2)=[CH:9]1 |f:1.2,4.5|. Procedure: To a solution of 4-(1-((2,2-dimethyl-1,3-dioxolan-4-yl)methyl)-4-methoxy-1H-pyrrolo[3,2-c]pyridin-3-yl)benzenesulfonamide (32.0 mg) in acetonitrile (3 mL) were added sodium iodide (28.7 mg) and chloro(trimethyl)silane (0.097 mL), and the mixture was stirred overnight at 50° C. To the reaction mixture was added saturated aqueous sodium hydrogencarbonate solution, and the mixture was extracted with ethyl acetate. The organic layer was washed with saturated brine, dried over anhydrous sodium sulfat... The reactants are ClCCCl, CC(C)C(=O)c1sc(N)nc1-c1ccco1, Cl, CN(C)C=O, O, O=C(O)c1ccncc1, On1nnc2ccccc21. Yields the product CC(C)C(=O)c1sc(NC(=O)c2ccncc2)nc1-c1ccco1. As a reaction SMILES: [CH2:26]([Cl:27])[CH2:28][Cl:29].[CH:1]([CH3:2])([CH3:3])[C:4](=[O:5])[c:6]1[c:7](-[c:12]2[o:13][cH:14][cH:15][cH:16]2)[n:8][c:9]([NH2:11])[s:10]1.[ClH:30].[O:42]=[CH:43][N:44]([CH3:45])[CH3:46].[OH2:31].[OH:17][C:18](=[O:19])[c:20]1[cH:21][cH:22][n:23][cH:24][cH:25]1.[OH:32][n:33]1[c:34]2[cH:35][cH:36][cH:37][cH:38][c:39]2[n:40][n:41]1>>[CH:1]([CH3:2])([CH3:3])[C:4](=[O:5])[c:6]1[c:7](-[c:12]2[o:13][cH:14][cH:15][cH:16]2)[n:8][c:9]([NH:11][C:18](=[O:17])[c:20]2[cH:21][cH:22][n:23][cH:24][cH:25]2)[s:10]1. Starting materials: C(C1=CC=CC=C1)OC=1C(=NC(=CC1)O)C(=O)OC (methyl 3-benzyloxy-6-hydroxypicolinate), C(C)Br (ethyl bromide), C([O-])([O-])=O.[K+].[K+] (potassium carbonate), CN(C)C=O (DMF), resultant mixture. Solvent: O (water). The product is C(C1=CC=CC=C1)OC=1C(=NC(=CC1)OCC)C(=O)OC (methyl 3-benzyloxy-6-ethoxypicolinate). As a reaction SMILES: [CH2:1]([O:8][C:9]1[C:10]([C:16]([O:18][CH3:19])=[O:17])=[N:11][C:12]([OH:15])=[CH:13][CH:14]=1)[C:2]1[CH:7]=[CH:6][CH:5]=[CH:4][CH:3]=1.[CH2:20](Br)[CH3:21].C(=O)([O-])[O-].[K+].[K+].CN(C=O)C>O>[CH2:1]([O:8][C:9]1[C:10]([C:16]([O:18][CH3:19])=[O:17])=[N:11][C:12]([O:15][CH2:20][CH3:21])=[CH:13][CH:14]=1)[C:2]1[CH:7]=[CH:6][CH:5]=[CH:4][CH:3]=1 |f:2.3.4|. Procedure details: 5.0 g (19 mmol) of methyl 3-benzyloxy-6-hydroxypicolinate, 2.1 g (19 mmol) of ethyl bromide and 2.9 g (21 mmol) of potassium carbonate were added to 100 ml of DMF, and the resultant mixture was reacted at 80° C. for 5 hours. After the reaction, the reaction content was poured into water, and was extracted with ethyl acetate, washed with water, dried and concentrated. The residue thus obtained was purified by column chromatography to obtain an aimed compound. The reactants are FC(S(=O)(=O)O[Si](C(C)C)(C(C)C)C(C)C)(F)F (triisopropylsilyl trifluoromethanesulfonate), O[C@@H]1CC2=CC([C@H]3[C@@H]4CC[C@H]([C@@H](CCC(=O)OC)C)[C@]4(CC[C@@H]3[C@]2(CC1)C)C)=O (methyl 3β-hydroxy-7-oxochol-5-en-24-oate), N1=C(C=CC=C1C)C (2,6-lutidine), N#N (N2). Run in C(Cl)Cl (CH2Cl2), C(Cl)Cl (CH2Cl2). Conditions: time 2 hour. Yields the product O=C1[C@H]2[C@@H]3CC[C@H]([C@@H](CCC(=O)OC)C)[C@]3(CC[C@@H]2[C@]2(CC[C@@H](CC2=C1)O[Si](C(C)C)(C(C)C)C(C)C)C)C (methyl 7-oxo-3β-triisopropylsilyloxychol-5-en-24-oate). Isolated yield 84.2%. RXN SMILES: [OH:1][C@H:2]1[CH2:26][CH2:25][C@@:24]2([CH3:27])[C:4](=[CH:5][C:6](=[O:29])[C@@H:7]3[C@@H:23]2[CH2:22][CH2:21][C@@:20]2([CH3:28])[C@H:8]3[CH2:9][CH2:10][C@@H:11]2[C@H:12]([CH3:19])[CH2:13][CH2:14][C:15]([O:17][CH3:18])=[O:16])[CH2:3]1.N1C(C)=CC=CC=1C.N#N.FC(F)(F)S(O[Si:46]([CH:53]([CH3:55])[CH3:54])([CH:50]([CH3:52])[CH3:51])[CH:47]([CH3:49])[CH3:48])(=O)=O>C(Cl)Cl>[O:29]=[C:6]1[CH:5]=[C:4]2[C@:24]([CH3:27])([CH2:25][CH2:26][C@H:2]([O:1][Si:46]([CH:53]([CH3:55])[CH3:54])([CH:50]([CH3:52])[CH3:51])[CH:47]([CH3:49])[CH3:48])[CH2:3]2)[C@@H:23]2[C@@H:7]1[C@H:8]1[C@:20]([CH3:28])([CH2:21][CH2:22]2)[C@@H:11]([C@H:12]([CH3:19])[CH2:13][CH2:14][C:15]([O:17][CH3:18])=[O:16])[CH2:10][CH2:9]1. Reported procedure: To a solution of methyl 3β-hydroxy-7-oxochol-5-en-24-oate (2) (5.02 g, 12.5 mmoles) and 2,6-lutidine (3.32 ml, 28.5 mmoles) in CH2Cl2 (23 ml) cooled in an ice bath in a N2 atmosphere was added dropwise with magnetic stirring triisopropylsilyl trifluoromethanesulfonate (4.56 g, 17 mmoles). After 2 hrs, the reaction was diluted with CH2Cl2 (150 ml). It was then washed with cold 2N HCI, washed twice with H2O and then with saturated brine before drying with MgSO4. Evaporation in vacuo and purificati... Starting materials: ice water, C(=C)(C)C1(CC2=CC=CC=C2C1)CO (2-isopropenyl-2-indanemethanol), N1=CC=CC=C1 (pyridine), S(=O)(=O)(C1=CC=C(C)C=C1)Cl (tosylchloride). Run in CCOCC (ether). Conditions: time 24 hour. Yields the product S(=O)(=O)(OCC1(CC2=CC=CC=C2C1)C(=C)C)C1=CC=C(C)C=C1 (2-iso-propenyl-2-indanylmethyl tosylate). Isolated yield 99.6%. As a reaction SMILES: [C:1]([C:4]1([CH2:13][OH:14])[CH2:12][C:11]2[C:6](=[CH:7][CH:8]=[CH:9][CH:10]=2)[CH2:5]1)([CH3:3])=[CH2:2].N1C=CC=CC=1.[S:21](Cl)([C:24]1[CH:30]=[CH:29][C:27]([CH3:28])=[CH:26][CH:25]=1)(=[O:23])=[O:22]>CCOCC>[S:21]([C:24]1[CH:30]=[CH:29][C:27]([CH3:28])=[CH:26][CH:25]=1)([O:14][CH2:13][C:4]1([C:1]([CH3:3])=[CH2:2])[CH2:12][C:11]2[C:6](=[CH:7][CH:8]=[CH:9][CH:10]=2)[CH2:5]1)(=[O:23])=[O:22]. Reported procedure: To a mixture of 3.20 g (0.017 mole) of 2-isopropenyl-2-indanemethanol and 3.16 g (0.04 mole) of pyridine, with ice-cooling, was added 3.90 g (0.02 mole) of tosylchloride. The mixture was stirred for 24 hours, with ice-cooling, to complete the reaction. The reaction mixture was poured into ice water, mixed with 50 ml of ether. And then the ether layer was separated, the aqueous layer was extracted twice with 25 ml of ether. The ether layers were combined, washed with 2% aqueous hydrochloric acid ... The reactants are C1=CC(=CC=C1[N+](=O)[O-])O (p-nitroPhenol), [OH-].[Na+] (sodium hydroxide), C(C1=CC=C(C(=O)Cl)C=C1)(=O)Cl (terephthaloyl chloride). The solvent is O (water), C(Cl)Cl (methylene chloride). Conditions: time 15 minute. The product is [N+](=O)([O-])C1=CC=C(C=C1)OC(C1=CC=C(C(=O)OC2=CC=C(C=C2)[N+](=O)[O-])C=C1)=O (Bis(p-Nitrophenyl)terephthalate). RXN SMILES: [OH-:1].[Na+].[CH:3]1[C:8]([N+:9]([O-:11])=[O:10])=[CH:7][CH:6]=[C:5]([OH:12])[CH:4]=1.[C:13](Cl)(=[O:23])[C:14]1[CH:22]=[CH:21][C:17]([C:18](Cl)=[O:19])=[CH:16][CH:15]=1>O.C(Cl)Cl>[N+:9]([C:8]1[CH:7]=[CH:6][C:5]([O:12][C:13](=[O:23])[C:14]2[CH:22]=[CH:21][C:17]([C:18]([O:1][C:5]3[CH:4]=[CH:3][C:8]([N+:9]([O-:11])=[O:10])=[CH:7][CH:6]=3)=[O:19])=[CH:16][CH:15]=2)=[CH:4][CH:3]=1)([O-:11])=[O:10] |f:0.1|. Procedure details: A 300-ml r.b. flask, equipped with a magnetic stirring bar was charged with 7.85 g sodium hydroxide (Fisher, 0.197 moles) in 75 ml of deionized water and then, to the stirred solution, 27.40 g of p-nitroPhenol (Aldrich, 98%, 0.197 moles) was added. The solution turned orange and a considerable amount of yellow solid was present. A solution of 20.04 g of terephthaloyl chloride (Aldrich, 97%, 0.0987 moles assuming 100% purity) in methylene chloride was dripped into the flask from a dropping funnel... The reactants are CN1C(CC[C@@]2(C3=C(CCC12)C=C(C=C3)S)C)=O ((10bR)-4-methyl-8-mercapto-10b-methyl-1,2,3,4,4a,-5,6,10b-octahydrobenzo[f]quinolin-3-one), C([O-])([O-])=O.[K+].[K+] (potassium carbonate), ClC1=NC(=CC2=CC=CC=C12)C1=CC=CC=C1 (1-chloro-3-phenyl- isoquinoline), CN(C=O)C (dimethylformamide). The solvent is C(C)(=O)OCC (ethyl acetate). The product is CN1C(CC[C@@]2(C3=C(CC[C@@H]12)C=C(C=C3)SC3=NC(=CC1=CC=CC=C31)C3=CC=CC=C3)C)=O ((+)-(4aR)-(10bR)-4-methyl-8-(3-phenyl-1-isoquinolinylthio)-10b-methyl-1,2,3,4,4a,5,6,10b-octahydrobenzo[f]quinolin-3-one). Isolated yield 41.7%. RXN SMILES: [CH3:1][N:2]1[CH:11]2[C@@:6]([CH3:17])([C:7]3[CH:15]=[CH:14][C:13]([SH:16])=[CH:12][C:8]=3[CH2:9][CH2:10]2)[CH2:5][CH2:4][C:3]1=[O:18].C(=O)([O-])[O-].[K+].[K+].Cl[C:26]1[C:35]2[C:30](=[CH:31][CH:32]=[CH:33][CH:34]=2)[CH:29]=[C:28]([C:36]2[CH:41]=[CH:40][CH:39]=[CH:38][CH:37]=2)[N:27]=1.CN(C)C=O>C(OCC)(=O)C>[CH3:1][N:2]1[C@H:11]2[C@@:6]([CH3:17])([C:7]3[CH:15]=[CH:14][C:13]([S:16][C:26]4[C:35]5[C:30](=[CH:31][CH:32]=[CH:33][CH:34]=5)[CH:29]=[C:28]([C:36]5[CH:41]=[CH:40][CH:39]=[CH:38][CH:37]=5)[N:27]=4)=[CH:12][C:8]=3[CH2:9][CH2:10]2)[CH2:5][CH2:4][C:3]1=[O:18] |f:1.2.3|. Procedure: A 15 mL round bottom flask was charged with (+)-4aR)-(10bR)-4-methyl-8-mercapto-10b-methyl-1,2,3,4,4a,-5,6,10b-octahydrobenzo[f]quinolin-3-one (86 mg, 0.33 mmol), potassium carbonate (158 mg, 1.14 mmol), 1-chloro-3-phenyl- isoquinoline (95 mg, 0.40 mmol) and 1 mL of anhydrous dimethylformamide, fitted with a reflux condenser, and the stirred mixture was heated at 60°, under nitrogen, for 18 h. The mixture was cooled, diluted with ethyl acetate (75 mL) and washed with brine (2×25 mL). The combine... The reactants are C(C)(C)NC(C)C (diisopropylamine), C(CCC)[Li] (n-butyllithium), C(C)(C)(C)OC(=O)N1CCC(CC1)C(=O)OCC (ethyl 1-tert-butoxycarbonylpiperidine-4-carboxylate), ClC1=CC=C(C=NC2CC2)C=C1 (4-chlorobenzylidene cyclopropylamine). The solvent is C1CCOC1 (THF), C1CCOC1 (THF), C1CCOC1 (THF). Run at time 1 hour. The product is O=C1N(C(C12CCN(CC2)C(=O)OC(C)(C)C)C2=CC=C(C=C2)Cl)C2CC2 (1,1-Dimethylethyl 1-oxo-3-(4-chlorophenyl)-2-cyclopropyl-2,7-diazaspiro[3.5]nonane-7-carboxylate). The yield is 95.0%. As a reaction SMILES: C(NC(C)C)(C)C.C([Li])CCC.[C:13]([O:17][C:18]([N:20]1[CH2:25][CH2:24][CH:23]([C:26]([O:28]CC)=O)[CH2:22][CH2:21]1)=[O:19])([CH3:16])([CH3:15])[CH3:14].[Cl:31][C:32]1[CH:42]=[CH:41][C:35]([CH:36]=[N:37][CH:38]2[CH2:40][CH2:39]2)=[CH:34][CH:33]=1>C1COCC1>[O:28]=[C:26]1[C:23]2([CH2:22][CH2:21][N:20]([C:18]([O:17][C:13]([CH3:14])([CH3:15])[CH3:16])=[O:19])[CH2:25][CH2:24]2)[CH:36]([C:35]2[CH:41]=[CH:42][C:32]([Cl:31])=[CH:33][CH:34]=2)[N:37]1[CH:38]1[CH2:39][CH2:40]1. Procedure: Cool to 0 to −10 C, a solution of diisopropylamine (6.0 mL) in THF (10 mL) and add n-butyllithium (2.5 M, 16.6 mL) dropwise. After 1 h, the reaction mixture was cooled to −78 C. Add a solution of ethyl 1-tert-butoxycarbonylpiperidine-4-carboxylate (1) (10 g) in anhydrous THF (20 mL) dropwise, and stir the resulting solution at −78 C for 1.5 h. Add 4-chlorobenzylidene cyclopropylamine (8) (6.69 g) in THF (40 mL) and stir for 1 h. Warm the reaction mixture to room temperature and stir overnight. Q...